Dataset: the Open Reaction Database (ORD), a public repository of structured organic reaction records. Task: describe an organic reaction: reactants, conditions, products, and yield The reactants are [OH-].[Na+] (sodium hydroxide), [Cl-].[Al+3].[Cl-].[Cl-] (aluminium chloride). Reagents/catalysts: [O-2].[O-2].[O-2].[Fe+3].[Fe+3] (iron oxide red), [O-2].[O-2].[O-2].[Fe+3].[Fe+3] (iron oxide red). Run in O (water), O (water), O (water). Reaction conditions: time 30 minute. Product: [Al](Cl)(Cl)Cl.O.O.O.O.O.O (AlCl3.6H2O). As a reaction SMILES: [OH-:1].[Na+].[Cl-:3].[Al+3:4].[Cl-:5].[Cl-:6]>O.[O-2].[O-2].[O-2].[Fe+3].[Fe+3]>[Al:4]([Cl:6])([Cl:5])[Cl:3].[OH2:1].[OH2:1].[OH2:1].[OH2:1].[OH2:1].[OH2:1] |f:0.1,2.3.4.5,7.8.9.10.11,12.13.14.15.16.17.18|. Procedure details: Into 1000 ml of water is dispersed 40 g of iron oxide red. 7.79 g Of Rondis R and 1.05 g of sodium hydroxide are separately dissolved at 70° C. in 100 ml of hot water to be added to the dispersion of iron oxide red. A solution of 2.11 g of aluminium chloride in 50 ml of water is added gradually to the mixture under stirring, and stirring is continued for 30 minutes. The precipitate is recovered by filtration, washed with water and dried, thus resulting in iron oxide red with exceedingly superior...